This data is from the Open Reaction Database (ORD), a public repository of structured organic reaction records. The task is: describe an organic reaction: reactants, conditions, products, and yield Starting materials: C(C)C1=NNC(=C1[N+](=O)[O-])C(=O)N (3-ethyl-4-nitropyrazole-5-carboxamide), C1(=CC=CC=C1)P(C1=CC=CC=C1)C1=CC=CC=C1 (triphenylphosphine), N(=NC(=O)OC(C)(C)C)C(=O)OC(C)(C)C (di-tert-butyl azodicarboxylate), Cl (hydrochloric acid), C(C)OCCO (2-ethoxyethanol). The solvent is O1CCCC1 (tetrahydrofuran), O1CCCC1 (tetrahydrofuran). Product: C(C)OCCN1N=C(C(=C1C(=O)N)[N+](=O)[O-])CC (1-(2-ethoxyethyl)-3-ethyl-4-nitro-1H-pyrazole-5-carboxamide). Isolated yield 79.5%. RXN SMILES: [CH2:1]([C:3]1[C:7]([N+:8]([O-:10])=[O:9])=[C:6]([C:11]([NH2:13])=[O:12])[NH:5][N:4]=1)[CH3:2].C1(P(C2C=CC=CC=2)C2C=CC=CC=2)C=CC=CC=1.[CH2:33]([O:35][CH2:36][CH2:37]O)[CH3:34].N(C(OC(C)(C)C)=O)=NC(OC(C)(C)C)=O.Cl>O1CCCC1>[CH2:33]([O:35][CH2:36][CH2:37][N:5]1[C:6]([C:11]([NH2:13])=[O:12])=[C:7]([N+:8]([O-:10])=[O:9])[C:3]([CH2:1][CH3:2])=[N:4]1)[CH3:34]. Procedure: A 1 L flask was charged with 3-ethyl-4-nitropyrazole-5-carboxamide (prepared as described in EP 1176142 at page 18) (15.0 g, 81 mmol), triphenylphosphine (25.6 g, 97.8 mmol), and tetrahydrofuran (120 mL). The resulting mixture was cooled by placing the flask in a 0° C. bath and 2-ethoxyethanol (9.5 ml, 98 mmol) was added to the flask. A solution of di-tert-butyl azodicarboxylate (22.5 g, 97.8 mmol) in tetrahydrofuran (90 mL) was then added to the flask over a period of 2.5 hours. The mixture was... The reactants are C(C)NC (N-ethyl-N-methylamine), ClCCCO (3-chloropropanol), [I-].[Na+] (sodium iodide), O1CCOCC1 (dioxane). The solvent is [OH-].[Na+] (NaOH). Reaction conditions: temperature 65 celsius, time 3 day. The product is C(C)N(C)CCCO (3-(N-ethyl-N-methylamino)propanol), C(C)N(C)C(CO)C (2-(N-ethyl-N-methylamino)propanol). Yield: 63.5%. RXN SMILES: [CH2:1]([NH:3][CH3:4])[CH3:2].Cl[CH2:6][CH2:7][CH2:8][OH:9].[I-].[Na+].O1CCOCC1>[OH-].[Na+]>[CH2:1]([N:3]([CH2:6][CH2:7][CH2:8][OH:9])[CH3:4])[CH3:2].[CH2:1]([N:3]([CH:7]([CH3:6])[CH2:8][OH:9])[CH3:4])[CH3:2] |f:2.3,5.6|. Procedure: 3-(N-ethyl-N-methylamino)propanol was prepared as follows: In a pressure vessel was mixed N-ethyl-N-methylamine (25 g, 420 mmol), 3-chloropropanol (14.1 mL, 16 g, 170 mmol), sodium iodide (2.54 g, 17 mmol) and 60 mL dioxane. The vessel was sealed and heated to 65° C. After 3 days the reaction was allowed to cool to ambient temperature. Solvent was removed by rotary evaporation leaving a brown oil. The oil was dissolved in 80 mL of 2N NaOH, extracted with EtOAc (3×250 mL) and dried over Na2SO4. A... Starting materials: O=C([O-])[O-], CO, O=C([O-])C(F)(F)Cl, ClCCl, Oc1cnc2c(Cl)ccnc2c1, [Cs+], [Cs+], [Na+], CN(C)C=O. The product is FC(F)Oc1cnc2c(Cl)ccnc2c1. Reaction SMILES: [C:21](=[O:22])([O-:23])[O-:24].[CH3:35][OH:36].[Cl:1][C:2]([C:3]([O-:4])=[O:5])([F:6])[F:7].[Cl:32][CH2:33][Cl:34].[Cl:9][c:10]1[cH:11][cH:12][n:13][c:14]2[cH:15][c:16]([OH:20])[cH:17][n:18][c:19]12.[Cs+:25].[Cs+:26].[Na+:8].[O:27]=[CH:28][N:29]([CH3:30])[CH3:31]>>[CH:2]([F:6])([F:7])[O:20][c:16]1[cH:15][c:14]2[n:13][cH:12][cH:11][c:10]([Cl:9])[c:19]2[n:18][cH:17]1. Starting materials: oil, [H-].[Na+] (sodium hydride), C(C)OCCl (ethoxymethyl chloride), CC=1NC(=C(C(C1C(=O)OCC)C1=CC(=CC=C1)[N+](=O)[O-])C(=O)OCC)C (diethyl 2,6-dimethyl-4-(3-nitrophenyl)-1,4-dihydropyridine-3,5-dicarboxylate), resultant mixture. Run in O1CCCC1 (tetrahydrofuran), O1CCCC1 (tetrahydrofuran), O1CCCC1 (tetrahydrofuran). The product is C(C)OCN1C(=C(C(C(=C1C)C(=O)OCC)C1=CC(=CC=C1)[N+](=O)[O-])C(=O)OCC)C (diethyl 1-ethoxymethyl-2,6-dimethyl-4-(3-nitrophenyl)-1,4-dihydropyridine-3,5-dicarboxylate). RXN SMILES: [H-].[Na+].[CH3:3][C:4]1[NH:5][C:6]([CH3:29])=[C:7]([C:24]([O:26][CH2:27][CH3:28])=[O:25])[CH:8]([C:15]2[CH:20]=[CH:19][CH:18]=[C:17]([N+:21]([O-:23])=[O:22])[CH:16]=2)[C:9]=1[C:10]([O:12][CH2:13][CH3:14])=[O:11].[CH2:30]([O:32][CH2:33]Cl)[CH3:31]>O1CCCC1>[CH2:30]([O:32][CH2:33][N:5]1[C:6]([CH3:29])=[C:7]([C:24]([O:26][CH2:27][CH3:28])=[O:25])[CH:8]([C:15]2[CH:20]=[CH:19][CH:18]=[C:17]([N+:21]([O-:23])=[O:22])[CH:16]=2)[C:9]([C:10]([O:12][CH2:13][CH3:14])=[O:11])=[C:4]1[CH3:3])[CH3:31] |f:0.1|. Procedure: In 5 ml. of anhydrous tetrahydrofuran was suspended 193 mg. of a 50% oil dispersion of sodium hydride and after adding to the mixture 7 ml of anhydrous tetrahydrofuran solution of 1 g. of diethyl 2,6-dimethyl-4-(3-nitrophenyl)-1,4-dihydropyridine-3,5-dicarboxylate, the resultant mixture was stirred at room temperature for a while. The red-brown reaction product thus obtained was cooled to temperatures of from -40° C. to -50° C. and after adding thereto 5 ml. of anhydrous tetrahydrofuran solution... Reaction SMILES: [Br:1][C:2]1[CH:9]=[CH:8][C:5]([CH:6]=[O:7])=[CH:4][N:3]=1.[CH2:10](O)[CH2:11][CH2:12][OH:13].O>C1(C)C=CC=CC=1.C12(CS(O)(=O)=O)C(C)(C)C(CC1)CC2=O>[Br:1][C:2]1[CH:9]=[CH:8][C:5]([CH:6]2[O:13][CH2:12][CH2:11][CH2:10][O:7]2)=[CH:4][N:3]=1. Product: BrC1=NC=C(C=C1)C1OCCCO1 (2-Bromo-5-(1,3-dioxan-2-yl)pyridine). Reactants: O (water), BrC1=NC=C(C=O)C=C1 (6-bromonicotinaldehyde), C(CCO)O (1,3-propanediol). Procedure: To a solution of 6-bromopyridine-3-carbaldehyde 7 (47.2 g, 254 mmol) in toluene (130 mL) in a 250 mL round-bottom flask was added 1,3-propanediol (38.6 g, 508 mmol) and 10-camphorsulfonic acid (2.95 g, 12.69 mmol). The reaction mixture was heated to reflux, with azeotropic removal of the evolved water, for 1 h, cooled down to r.t. and concentrated. The residue was partitioned between EtOAc (150 mL) and NaHCO3 soln (100 mL). Organic phase was collected and the aqueous phase was extracted with EA ... The reagents and catalysts are C12(C(=O)CC(CC1)C2(C)C)CS(=O)(=O)O (10-camphorsulfonic acid). Run in C1(=CC=CC=C1)C (toluene). Yield: 87.0%. The reactants are O=C(O)c1cc2cc(Cl)ccc2[nH]1, Cl, Cl, Cl, Cl, CN1CCC(N2CCN(C(=O)C(N)Cc3ccccn3)CC2)CC1. Product: CN1CCC(N2CCN(C(=O)C(Cc3ccccn3)NC(=O)c3cc4cc(Cl)ccc4[nH]3)CC2)CC1. Reaction SMILES: [Cl:29][c:30]1[cH:31][c:32]2[cH:33][c:34]([C:39](=[O:40])[OH:41])[nH:35][c:36]2[cH:37][cH:38]1.[ClH:1].[ClH:2].[ClH:3].[ClH:4].[n:5]1[c:6]([CH2:11][CH:12]([NH2:13])[C:14](=[O:15])[N:16]2[CH2:17][CH2:18][N:19]([CH:22]3[CH2:23][CH2:24][N:25]([CH3:28])[CH2:26][CH2:27]3)[CH2:20][CH2:21]2)[cH:7][cH:8][cH:9][cH:10]1>>[n:5]1[c:6]([CH2:11][CH:12]([NH:13][C:39]([c:34]2[cH:33][c:32]3[cH:31][c:30]([Cl:29])[cH:38][cH:37][c:36]3[nH:35]2)=[O:40])[C:14](=[O:15])[N:16]2[CH2:17][CH2:18][N:19]([CH:22]3[CH2:23][CH2:24][N:25]([CH3:28])[CH2:26][CH2:27]3)[CH2:20][CH2:21]2)[cH:7][cH:8][cH:9][cH:10]1.